This data is from the Open Reaction Database (ORD), a public repository of structured organic reaction records. The task is: describe an organic reaction: reactants, conditions, products, and yield Starting materials: CN(C)C=O, CC(C)(C)Nc1nc(C#N)c(C#N)nc1Cl, Cl, N, O. Yields the product CC(C)(C)Nc1nc(C#N)c(C#N)nc1N. Reaction SMILES: [CH3:20][N:21]([CH3:22])[CH:23]=[O:24].[Cl:1][c:2]1[n:3][c:4]([C:15]#[N:16])[c:5]([C:13]#[N:14])[n:6][c:7]1[NH:8][C:9]([CH3:10])([CH3:11])[CH3:12].[ClH:19].[NH3:17].[OH2:18]>>[c:2]1([NH2:17])[n:3][c:4]([C:15]#[N:16])[c:5]([C:13]#[N:14])[n:6][c:7]1[NH:8][C:9]([CH3:10])([CH3:11])[CH3:12].